Dataset: the Open Reaction Database (ORD), a public repository of structured organic reaction records. Task: describe an organic reaction: reactants, conditions, products, and yield Reactants: CC(C)(C)Sc1c2cc(ccc2n(c1CC(C)(C)C(=O)OC)Cc3ccc(cc3)Cl)OCc4ccc5ccccc5n4, C1CCNCC1. Reagents/catalysts: [O-]P(=O)([O-])[O-].[K+].[K+].[K+], [Cu]I, Cc1cccc(c1NC(=O)C(=O)O)C. The solvent is CS(=O)C, CS(=O)C. Reaction conditions: temperature 80 celsius, time 18 hour. Product: CC(C)(C)Sc1c2cc(ccc2n(c1CC(C)(C)C(=O)OC)Cc3ccc(cc3)N4CCCCC4)OCc5ccc6ccccc6n5. The yield is 0.0%. Reaction SMILES: [CH3:1][CH:2]1[CH2:7][CH2:6][CH2:5][CH2:4][CH:3]1[NH2:8].[CH2:9]1[CH2:15][S:12](=[O:14])(=[O:13])[O:11][CH2:10]1>O1CCCC1>[CH3:1][C@H:2]1[CH2:7][CH2:6][CH2:5][CH2:4][C@H:3]1[NH:8][CH2:10][CH2:9][CH2:15][S:12]([OH:14])(=[O:13])=[O:11]. Reactants: CC1C(CCCC1)N (2-methylcyclohexylamine), C1COS(=O)(=O)C1 (1,3-propane sultone). The solvent is O1CCCC1 (tetrahydrofuran), C1CCOC1 (THF). Reported procedure: To a solution of 2-methylcyclohexylamine (98% cis and trans isomers, 10.0 g, 88.3 mmol) in tetrahydrofuran (60 mL) was slowly added a solution of 1,3-propane sultone (10.5 g, 84.1 mmol) in THF (20 mL). The mixture was stirred at reflux for 2 hours. The reaction mixture was cooled to room temperature. The solid material was collected by filtration, washed with acetone (2×50 mL). The solid was dissolved in 50% EtOH/water (200 mL); and solution was treated with Dowex 50WX8 resin (15 g). The suspens... Yields the product C[C@@H]1[C@@H](CCCC1)NCCCS(=O)(=O)O (3-[(1R,2S)-2-methylcyclohexyl]amino-1-propanesulfonic acid). Product: Cc1cc(C)c(N2CCCc3c2nn(C)c3Br)c(Cl)c1. Reactants: Cc1cc(C)c(N2CCCc3c2[nH]n(C)c3=O)c(Cl)c1, ClCCl, O=P(Br)(Br)Br. As a reaction SMILES: [Cl:1][c:2]1[c:3]([N:10]2[c:11]3[c:12]([c:16](=[O:20])[n:17]([CH3:19])[nH:18]3)[CH2:13][CH2:14][CH2:15]2)[c:4]([CH3:9])[cH:5][c:6]([CH3:8])[cH:7]1.[Cl:26][CH2:27][Cl:28].[P:21]([Br:22])([Br:23])([Br:24])=[O:25]>>[Cl:1][c:2]1[c:3]([N:10]2[c:11]3[c:12]([c:16]([Br:23])[n:17]([CH3:19])[n:18]3)[CH2:13][CH2:14][CH2:15]2)[c:4]([CH3:9])[cH:5][c:6]([CH3:8])[cH:7]1. The reactants are [OH-].[Na+] (Sodium hydroxide), NCC(CC(=O)OCC)(O[Si](C)(C)C)CN1N=CC(=C1)I (ethyl 4-amino-3-((4-iodo-1H-pyrazol-1-yl)methyl)-3-((trimethylsilyl)oxy)butanoate). Solvent: CO (methanol), O (water). Reaction conditions: time 2 hour. The product is OC1(CC(NC1)=O)CN1N=CC(=C1)I (4-hydroxy-4-((4-iodo-1H-pyrazol-1-yl)methyl)pyrrolidin-2-one). RXN SMILES: [OH-].[Na+].[NH2:3][CH2:4][C:5]([CH2:17][N:18]1[CH:22]=[C:21]([I:23])[CH:20]=[N:19]1)([O:12][Si](C)(C)C)[CH2:6][C:7](OCC)=[O:8]>CO.O>[OH:12][C:5]1([CH2:17][N:18]2[CH:22]=[C:21]([I:23])[CH:20]=[N:19]2)[CH2:4][NH:3][C:7](=[O:8])[CH2:6]1 |f:0.1|. Procedure details: Sodium hydroxide (113 mg, 2.8 mmol) was added to a mixture of ethyl 4-amino-3-((4-iodo-1H-pyrazol-1-yl)methyl)-3-((trimethylsilyl)oxy)butanoate (1.2 g, 2.8 mmol) in methanol (10 mL) and the mixture was stirred at room temperature for 2 hours. The mixture was diluted with water and extracted with DCM. The organic layer was dried over anhydrous sodium sulfate, filtered, and concentrated under reduced pressure. The residue was purified by prep-TLC (petroleum ether/EtOAc) to afford 4-hydroxy-4-((4-i...